This data is from the Open Reaction Database (ORD), a public repository of structured organic reaction records. The task is: describe an organic reaction: reactants, conditions, products, and yield Reactants: P(Cl)(Cl)Cl (phosphorous trichloride), C1(=CC=CC=C1)C1=CC=CC=C1 (1,1'-biphenyl), 2,4 bis (1,1'-dimethyl) phenol, CCCCC1(COP(OC1)OC2=C(C=C(C=C2C(C)(C)C)C(C)(C)C)C(C)(C)C)CC (Ultranox 641), P(OC1=C(C=C(C=C1)C(C)(C)C)C(C)(C)C)(OC1=C(C=C(C=C1)C(C)(C)C)C(C)(C)C)OC1=C(C=C(C=C1)C(C)(C)C)C(C)(C)C (tris (2,4-di-tert-butylphenyl) phosphite), OP(O)OP(O)O.C(CCCCCCCCCCCCCCCCC)C(O)(C(CO)(CO)CO)CCCCCCCCCCCCCCCCCC (distearyl pentaerythritol diphosphite), OP(O)OP(O)O.C(C)(C)(C1=CC=CC=C1)C1=C(C=CC(=C1)C(C)(C)C1=CC=CC=C1)C(O)(C(CO)(CO)CO)C1=C(C=C(C=C1)C(C)(C)C1=CC=CC=C1)C(C)(C)C1=CC=CC=C1 (bis(2,4-dicumylphenyl) pentaerythritol diphosphite), CC(C)(C)C1=CC2=C(OP(OC3=C2C=C(C=C3C(C)(C)C)C(C)(C)C)OCCN(CCOP3OC2=C(C4=C(O3)C(=CC(=C4)C(C)(C)C)C(C)(C)C)C=C(C=C2C(C)(C)C)C(C)(C)C)CCOP2OC4=C(C3=C(O2)C(=CC(=C3)C(C)(C)C)C(C)(C)C)C=C(C=C4C(C)(C)C)C(C)(C)C)C(=C1)C(C)(C)C (2-[[2,4,8,10-tetrakis(1,1-dimethylethyl)dibenzo[d,f][1,3,2]dioxaphosphepin-6-yl]oxy]-N,N-bis[2-[[2,4,8,10-tetrakis(1,1-dimethylethyl)dibenzo[d,f][1,3,2]dioxaphosphepin-6-yl]oxy]-ethyl]ethanamine), 2,4,6 tri-t-butylphenyl 2 butyl 2 ethyl 1,3 propane diphosphite, bis(2,6-di-t-butyl-4-methylphenyl)pentaerythritol di-phosphite. Yields the product OP(O)OP(O)O.C(C)(C)(C)C1=C(C=CC(=C1)C(C)(C)C)C(O)(C(CO)(CO)CO)C1=C(C=C(C=C1)C(C)(C)C)C(C)(C)C (Bis (2,4-di-t-butylphenyl) pentaerythritol diphosphite). As a reaction SMILES: [P:1]([O:32]C1C=CC(C(C)(C)C)=CC=1C(C)(C)C)([O:17][C:18]1[CH:23]=[CH:22][C:21]([C:24]([CH3:27])([CH3:26])[CH3:25])=[CH:20][C:19]=1[C:28]([CH3:31])([CH3:30])[CH3:29])[O:2]C1C=CC(C(C)(C)C)=CC=1C(C)(C)C.CC(C1C=C(C(C)(C)C)C2[O:55][P:56](OCCN(CCOP3OC4C(C(C)(C)C)=CC(C(C)(C)C)=CC=4C4C=C(C(C)(C)C)C=C(C(C)(C)C)C=4O3)CCOP3O[C:84]4[C:86]([C:94]([CH3:97])([CH3:96])[CH3:95])=[CH:87][C:88]([C:90]([CH3:93])([CH3:92])[CH3:91])=[CH:89][C:83]=4C4C=C(C(C)(C)C)C=C(C(C)(C)C)C=4O3)[O:57]C3C(C(C)(C)C)=CC(C(C)(C)C)=CC=3C=2C=1)(C)C.OP(OP(O)O)O.C(C1C=C(C(C2C=CC=CC=2)(C)C)C=CC=1[C:181](C1C=CC(C(C2C=CC=CC=2)(C)C)=CC=1C(C1C=CC=CC=1)(C)C)([C:183]([CH2:188][OH:189])([CH2:186][OH:187])[CH2:184][OH:185])[OH:182])(C1C=CC=CC=1)(C)C.P(Cl)(Cl)Cl.C1(C2C=CC=CC=2)C=CC=CC=1.CCCCC1(CC)COP(OC2C(C(C)(C)C)=CC(C(C)(C)C)=CC=2C(C)(C)C)OC1.OP(OP(O)O)O.C(C(CCCCCCCCCCCCCCCCCC)(C(CO)(CO)CO)O)CCCCCCCCCCCCCCCCC>>[OH:2][P:1]([O:32][P:56]([OH:57])[OH:55])[OH:17].[C:28]([C:19]1[CH:20]=[C:21]([C:24]([CH3:27])([CH3:25])[CH3:26])[CH:22]=[CH:23][C:18]=1[C:181]([C:84]1[CH:83]=[CH:89][C:88]([C:90]([CH3:93])([CH3:92])[CH3:91])=[CH:87][C:86]=1[C:94]([CH3:96])([CH3:95])[CH3:97])([C:183]([CH2:188][OH:189])([CH2:186][OH:187])[CH2:184][OH:185])[OH:182])([CH3:29])([CH3:31])[CH3:30] |f:2.3,7.8,9.10|. Reported procedure: tris (2,4-di-tert-butylphenyl) phosphite (Irgafos 168, Ciba); 2-[[2,4,8,10-tetrakis(1,1-dimethylethyl)dibenzo[d,f][1,3,2]dioxaphosphepin-6-yl]oxy]-N,N-bis[2-[[2,4,8,10-tetrakis(1,1-dimethylethyl)dibenzo[d,f][1,3,2]dioxaphosphepin-6-yl]oxy]-ethyl]ethanamine (Irgafos 12, Ciba), 2,4,6 tri-t-butylphenyl 2 butyl 2 ethyl 1,3 propane diphosphite (Ultranox 641, GE Specialty Chemicals); bis(2,4-dicumylphenyl) pentaerythritol diphosphite (Doverphos S-9228, Dover Chemical Corporation); bis(2,6-di-t-butyl-4... The reactants are BrC=1C(NC(N(N1)C)=O)=O (6-bromo-2-methyl-2H-[1,2,4]triazine-3,5-dione), ClC1=C(OC2CCNCC2)C=C(C=C1)Cl (4-(2,5-dichlorophenoxy)piperidine). The product is ClC1=C(OC2CCN(CC2)C=2C(NC(N(N2)C)=O)=O)C=C(C=C1)Cl (6-(4-(2,5-dichlorophenoxy)piperidin-1-yl)-2-methyl-1,2,4-triazine-3,5(2H, 4H)-dione), ClC1=C(OC2CCNCC2)C=CC=C1 (4-(2-chloro-phenoxy)-piperidine). Reaction SMILES: Br[C:2]1[C:3](=[O:10])[NH:4][C:5](=[O:9])[N:6]([CH3:8])[N:7]=1.[Cl:11][C:12]1[CH:24]=[CH:23][C:22]([Cl:25])=[CH:21][C:13]=1[O:14][CH:15]1[CH2:20][CH2:19][NH:18][CH2:17][CH2:16]1>>[Cl:11][C:12]1[CH:24]=[CH:23][C:22]([Cl:25])=[CH:21][C:13]=1[O:14][CH:15]1[CH2:16][CH2:17][N:18]([C:2]2[C:3](=[O:10])[NH:4][C:5](=[O:9])[N:6]([CH3:8])[N:7]=2)[CH2:19][CH2:20]1.[Cl:11][C:12]1[CH:24]=[CH:23][CH:22]=[CH:21][C:13]=1[O:14][CH:15]1[CH2:20][CH2:19][NH:18][CH2:17][CH2:16]1. Procedure: The compound 91 (white solid) is prepared from the triazine 2e and from 4-(2,5-dichlorophenoxy)piperidine (obtained as under the preparative methods of intermediate 8a) according to the synthesis method 1 in toluene. Starting materials: Cl (hydrochloric acid), C(C1=CC=CC=C1)N1CC2=C(C(=CC=C2C(C1)C1=CC(=C(C=C1)OC)OC)OC)Cl (2-benzyl-8-chloro-7-methoxy-4-(3,4-dimethoxyphenyl)-1,2,3,4-tetrahydroisoquinoline), paradium-carbon. Solvent: C(C)O (ethanol). The product is ClC=1C(=CC=C2C(CNCC12)C1=CC(=C(C=C1)OC)OC)OC (8-chloro-7-methoxy-4-(3,4-dimethoxyphenyl)-1,2,3,4-tetrahydroisoquinoline). Isolated yield 65.2%. RXN SMILES: C([N:8]1[CH2:17][CH:16]([C:18]2[CH:23]=[CH:22][C:21]([O:24][CH3:25])=[C:20]([O:26][CH3:27])[CH:19]=2)[C:15]2[C:10](=[C:11]([Cl:30])[C:12]([O:28][CH3:29])=[CH:13][CH:14]=2)[CH2:9]1)C1C=CC=CC=1.Cl>C(O)C>[Cl:30][C:11]1[C:12]([O:28][CH3:29])=[CH:13][CH:14]=[C:15]2[C:10]=1[CH2:9][NH:8][CH2:17][CH:16]2[C:18]1[CH:23]=[CH:22][C:21]([O:24][CH3:25])=[C:20]([O:26][CH3:27])[CH:19]=1. Reported procedure: 1.13 g of 2-benzyl-8-chloro-7-methoxy-4-(3,4-dimethoxyphenyl)-1,2,3,4-tetrahydroisoquinoline was dissolved in 28 ml of ethanol, and after adding thereto 0.22 ml of 12N hydrochloric acid, hydrogenation reaction was performed by addition of 0.1 g of 10%-paradium-carbon. After the hydrogenation reaction was over, the reaction solution was filtered, and concentrated. The residue was dissolved in chloroform, washed with saturated aqueous sodium hydrogen carbonate solution and water, and dried over an... Starting materials: [Br-], O=Cc1cccc(Br)c1, COC(=O)c1cccc(C[P+](c2ccccc2)(c2ccccc2)c2ccccc2)c1, [CH2]C, COC(=O)c1cccc(CBr)c1, c1ccc(P(c2ccccc2)c2ccccc2)cc1, Cc1ccccc1C. The product is COC(=O)c1cccc(C=Cc2cccc(Br)c2)c1. RXN SMILES: [Br-:10].[Br:1][c:2]1[cH:3][c:4]([CH:5]=[O:6])[cH:7][cH:8][cH:9]1.[C:11](=[O:12])([O:13][CH3:14])[c:15]1[cH:16][c:17]([CH2:18][P+:19]([c:20]2[cH:21][cH:22][cH:23][cH:24][cH:25]2)([c:26]2[cH:27][cH:28][cH:29][cH:30][cH:31]2)[c:32]2[cH:33][cH:34][cH:35][cH:36][cH:37]2)[cH:38][cH:39][cH:40]1.[CH2:72][CH3:73].[CH3:41][O:42][C:43](=[O:44])[c:45]1[cH:46][cH:47][cH:48][c:49]([CH2:50][Br:51])[cH:52]1.[c:53]1([P:54]([c:55]2[cH:56][cH:57][cH:58][cH:59][cH:60]2)[c:61]2[cH:62][cH:63][cH:64][cH:65][cH:66]2)[cH:67][cH:68][cH:69][cH:70][cH:71]1.[c:74]1([CH3:75])[c:76]([CH3:77])[cH:78][cH:79][cH:80][cH:81]1>>[Br:1][c:2]1[cH:3][c:4]([CH:5]=[CH:18][c:17]2[cH:16][c:15]([C:11](=[O:12])[O:13][CH3:14])[cH:40][cH:39][cH:38]2)[cH:7][cH:8][cH:9]1. The reactants are COC=1C=C(C=C(C1OC)OC)C1=CC=C(S1)C=O (5-(3,4,5-Trimethoxyphenyl)thiophene-2-carboaldehyde), [BH4-].[Na+] (sodium borohydride). Solvent: CO (methanol). Product: OCC=1SC(=CC1)C1=CC(=C(C(=C1)OC)OC)OC (2-Hydroxymethyl-5-(3,4,5-trimethoxy-phenyl)thiophene). Reaction SMILES: [CH3:1][O:2][C:3]1[CH:4]=[C:5]([C:13]2[S:17][C:16]([CH:18]=[O:19])=[CH:15][CH:14]=2)[CH:6]=[C:7]([O:11][CH3:12])[C:8]=1[O:9][CH3:10].[BH4-].[Na+]>CO>[OH:19][CH2:18][C:16]1[S:17][C:13]([C:5]2[CH:6]=[C:7]([O:11][CH3:12])[C:8]([O:9][CH3:10])=[C:3]([O:2][CH3:1])[CH:4]=2)=[CH:14][CH:15]=1 |f:1.2|. Run at time 1 hour. Procedure: 5-(3,4,5-Trimethoxyphenyl)thiophene-2-carboaldehyde (662 mg) was dissolved in methanol (50 mL), and to the solution sodium borohydride (180 mg) was gradually added under ice cooling. After stirring the mixture at room temperature for 1 hour, the reaction mixture was concentrated under reduced pressure, and the residue was dissolved in chloroform. The resultant organic layer was washed with water and saturated brine, dried over anhydrous magnesium sulfate and concentrated under reduced pressure. ... The reactants are N1CCC(CC1)CC(=O)OCC (ethyl piperidine-4-acetate), C1OC=2C=C(CCl)C=CC2O1 (3,4-methylenedioxybenzyl chloride), C([O-])([O-])=O.[Na+].[Na+] (sodium carbonate), [I-].[Na+] (sodium iodide). Run in C(C)#N (acetonitrile). Product: C1OC=2C=C(CN3CCC(CC3)CC(=O)OCC)C=CC2O1 (Ethyl 1-(3,4-methylenedioxybenzyl)piperidine-4-acetate). Yield: 85.1%. As a reaction SMILES: [NH:1]1[CH2:6][CH2:5][CH:4]([CH2:7][C:8]([O:10][CH2:11][CH3:12])=[O:9])[CH2:3][CH2:2]1.[CH2:13]1[O:23][C:22]2[CH:21]=[CH:20][C:17]([CH2:18]Cl)=[CH:16][C:15]=2[O:14]1.C(=O)([O-])[O-].[Na+].[Na+].[I-].[Na+]>C(#N)C>[CH2:13]1[O:23][C:22]2[CH:21]=[CH:20][C:17]([CH2:18][N:1]3[CH2:6][CH2:5][CH:4]([CH2:7][C:8]([O:10][CH2:11][CH3:12])=[O:9])[CH2:3][CH2:2]3)=[CH:16][C:15]=2[O:14]1 |f:2.3.4,5.6|. Procedure: A mixture of ethyl piperidine-4-acetate (0.34 g, 2.0 mmol), 3,4-methylenedioxybenzyl chloride (0.34 g, 2.0 mmol), sodium carbonate (1.0 g) and sodium iodide (0.10 g) in acetonitrile (30 ml) was heated under reflux for 16 hours and evaporated. The residue was partitioned between ethyl acetate and water and the organic layer was washed with water, dried over magnesium sulphate and evaporated. The residue was purified by chromatography on SiO2 using dichloromethane plus 0-20% ethyl acetate as eluan...